describe an organic reaction: reactants, conditions, products, and yield From a dataset of the Open Reaction Database (ORD), a public repository of structured organic reaction records. The reactants are CNS(=O)(=O)C1=CC=C(C=C1)C=1NC(C(C(=O)O)=CC1)=O (6-[4-(methylaminosulfonyl)phenyl]-1,2-dihydro-2-oxonicotinic acid), S(=O)(Cl)Cl (thionyl chloride), O1CCCC1 (tetrahydrofuran), C[Si](C)(C)Cl (trimethylsilyl chloride). Solvent: C(C)N(CC)CC (triethylamine). Yields the product CNS(=O)(=O)C1=CC=C(C=C1)C=1NC(C(CCl)=CC1)=O (6-[4-(methylaminosulfonyl)phenyl]-1,2-dihydro-2-oxonicotinyl chloride). As a reaction SMILES: [CH3:1][NH:2][S:3]([C:6]1[CH:11]=[CH:10][C:9]([C:12]2[NH:13][C:14](=[O:21])[C:15](=[CH:19][CH:20]=2)[C:16](O)=O)=[CH:8][CH:7]=1)(=[O:5])=[O:4].O1CCCC1.C[Si]([Cl:31])(C)C.S(Cl)(Cl)=O>C(N(CC)CC)C>[CH3:1][NH:2][S:3]([C:6]1[CH:11]=[CH:10][C:9]([C:12]2[NH:13][C:14](=[O:21])[C:15](=[CH:19][CH:20]=2)[CH2:16][Cl:31])=[CH:8][CH:7]=1)(=[O:5])=[O:4]. Procedure: From 5.0 g. of 6-[4-(methylaminosulfonyl)phenyl]-1,2-dihydro-2-oxonicotinic acid in 250 ml. of tetrahydrofuran, 2.26 ml. of triethylamine, 2.05 ml. of trimethylsilyl chloride and 2.33 ml. of thionyl chloride, following the procedure of a) above, there is obtained 6-[4-(methylaminosulfonyl)phenyl]-1,2-dihydro-2-oxonicotinyl chloride. Starting materials: OCC#CC1=CC2=C(N=CN=C2NC2=CC3=C(NC(S3)=O)C=C2)N1 (6-{[6-(3-Hydroxyprop-1-yn-1-yl)-7H-pyrrolo[2,3-d]pyrimidin-4-yl]amino}-1,3-benzothiazol-2(3H)-one), C(C)O (ethanol). The reagents and catalysts are [Pd] (palladium on charcoal). Run in O1CCCC1 (tetrahydrofuran). The product is OCCCC1=CC2=C(N=CN=C2NC2=CC3=C(NC(S3)=O)C=C2)N1 (6-{[6-(3-Hydroxypropyl)-7H-pyrrolo[2,3-d]pyrimidin-4-yl]amino}-1,3-benzothiazol-2(3H)-one). Isolated yield 4.5%. As a reaction SMILES: [OH:1][CH2:2][C:3]#[C:4][C:5]1[NH:24][C:8]2[N:9]=[CH:10][N:11]=[C:12]([NH:13][C:14]3[CH:23]=[CH:22][C:17]4[NH:18][C:19](=[O:21])[S:20][C:16]=4[CH:15]=3)[C:7]=2[CH:6]=1.C(O)C>[Pd].O1CCCC1>[OH:1][CH2:2][CH2:3][CH2:4][C:5]1[NH:24][C:8]2[N:9]=[CH:10][N:11]=[C:12]([NH:13][C:14]3[CH:23]=[CH:22][C:17]4[NH:18][C:19](=[O:21])[S:20][C:16]=4[CH:15]=3)[C:7]=2[CH:6]=1. Procedure details: A mixture comprising 262 mg (777 μmol) 6-{[6-(3-hydroxyprop-1-yn-1-yl)-7H-pyrrolo[2,3-d]pyrimidin-4-yl]amino}-1,3-benzothiazol-2(3H)-one (prepared according to example 11), 15 mL ethanol, 5 mL tetrahydrofuran and 41.3 mg palladium on charcoal (10%) were stirred at 23° C. under an atmosphere of hydrogen overnight. After filtration and removal of the solvents the crude product was purified by chromatography and crystallization to give 12 mg (4%) of the title compound.